From a dataset of the Open Reaction Database (ORD), a public repository of structured organic reaction records. describe an organic reaction: reactants, conditions, products, and yield Starting materials: N (NH3), [N+](=O)([O-])C1=CC=C(N)C=C1 (p-nitroaniline), N1=CC=C(C=C1)NC1=CC=C(C(=O)O)C=C1 (4-(4-Pyridinylamino)benzoic acid), CN(C)C=O (DMF). Run in CCN(CC)CC (Et3N), N1=CC=CC=C1 (pyridine), O=S(Cl)Cl (SOCl2), O (H2O). Conditions: time 20 minute. Product: [N+](=O)([O-])C1=CC=C(C=C1)NC(C1=CC=C(C=C1)NC1=CC=NC=C1)=O (N-(4-nitrophenyl)-4-(4-pyridinylamino)benzamide). The yield is 31.8%. As a reaction SMILES: [N:1]1[CH:6]=[CH:5][C:4]([NH:7][C:8]2[CH:16]=[CH:15][C:11]([C:12]([OH:14])=O)=[CH:10][CH:9]=2)=[CH:3][CH:2]=1.CN(C=O)C.[N+:22]([C:25]1[CH:31]=[CH:30][C:28]([NH2:29])=[CH:27][CH:26]=1)([O-:24])=[O:23].N>O=S(Cl)Cl.O.CCN(CC)CC.N1C=CC=CC=1>[N+:22]([C:25]1[CH:31]=[CH:30][C:28]([NH:29][C:12](=[O:14])[C:11]2[CH:10]=[CH:9][C:8]([NH:7][C:4]3[CH:3]=[CH:2][N:1]=[CH:6][CH:5]=3)=[CH:16][CH:15]=2)=[CH:27][CH:26]=1)([O-:24])=[O:23]. Procedure details: Compound D2 (172 mg, 0.80 mmol) was refluxed in SOCl2 (5 mL) containing a catalytic amount of DMF for 1 h (until a clear solution was obtained). The reaction mixture was cooled to room temperature and excess SOCl2 was removed under vacuum. Dioxane (10 mL) was added to the residue, and then removed under vacuum. The residue was cooled in a dry ice-acetone bath, p-nitroaniline (112 mg, 0.81 mmol) and pyridine (1.3 mL) were added, followed by Et3N (0.3 mL), and the mixture was stirred at room tempe... Starting materials: ClC=1C(=NC=C(C(=O)N(C)OC)C1)Cl (5,6-Dichloro-N-methoxy-N-methyl-nicotinamide), C(C)(C)(C)OC(=O)N1CCNCC1 (piperazine-1-carboxylic acid tert-butyl ester). Product: C(C)(C)(C)OC(=O)N1CCN(CC1)C1=NC=C(C=C1Cl)C(N(C)OC)=O (4-[3-Chloro-5-(methoxy-methyl-carbamoyl)-pyridin-2-yl]-piperazine-1-carboxylic acid tert-butyl ester). As a reaction SMILES: [Cl:1][C:2]1[C:3](Cl)=[N:4][CH:5]=[C:6]([CH:13]=1)[C:7]([N:9]([O:11][CH3:12])[CH3:10])=[O:8].[C:15]([O:19][C:20]([N:22]1[CH2:27][CH2:26][NH:25][CH2:24][CH2:23]1)=[O:21])([CH3:18])([CH3:17])[CH3:16]>>[C:15]([O:19][C:20]([N:22]1[CH2:27][CH2:26][N:25]([C:3]2[C:2]([Cl:1])=[CH:13][C:6]([C:7](=[O:8])[N:9]([O:11][CH3:12])[CH3:10])=[CH:5][N:4]=2)[CH2:24][CH2:23]1)=[O:21])([CH3:18])([CH3:16])[CH3:17]. Procedure: 5,6-Dichloro-N-methoxy-N-methyl-nicotinamide from step (a) above (3.2 g, 1.36 mmol) reacted with piperazine-1-carboxylic acid tert-butyl ester (2.53.g, 1.36 mmol, Aldrich) under the conditions of Example 3a to give the title compound as a white solid. MS (ESI, pos. ion) m/z: 385 (M+1). The reactants are N1N=NC=C1 (triazole), BrCCOCC (1-bromo-2-ethoxyethane), [Na] (sodium), N1N=C(N=C1)S (1,2,4-triazole-3-thiol). Run in C(C)O (ethanol). The product is C(C)OCCSC1=NNC=N1 (3-(2-ethoxyethylthio)-1,2,4-triazole). Reaction SMILES: N1C=CN=N1.[Na].[NH:7]1[CH:11]=[N:10][C:9]([SH:12])=[N:8]1.Br[CH2:14][CH2:15][O:16][CH2:17][CH3:18]>C(O)C>[CH2:15]([O:16][CH2:17][CH2:18][S:12][C:9]1[N:10]=[CH:11][NH:7][N:8]=1)[CH3:14] |^1:5|. Procedure details: The novel intermediate triazole compounds used in the above preparation were prepared as follows. To a solution of 11.8 g. sodium in 350 ml. absolute ethanol was added 52.5 g. 1,2,4-triazole-3-thiol. To the resulting solution was added 84 g. 1-bromo-2-ethoxyethane and the resulting solution refluxed for 3 hours. The cooled reaction mixture was filtered, the filtrate was evaporated under reduced pressure to remove solvent, and the residue was dissolved in ether. The resulting solution was filtere...